Dataset: the Open Reaction Database (ORD), a public repository of structured organic reaction records. Task: describe an organic reaction: reactants, conditions, products, and yield The reactants are CC1CC(C)CN(S(=O)(=O)c2ccc3c(c2)c(=S)c2cc(S(=O)(=O)N4CC(C)CC(C)C4)ccc2n3C)C1, CN(C)CCCN, c1ccncc1. Product: CC1CC(C)CN(S(=O)(=O)c2ccc3c(c2)c(=NCCCN(C)C)c2cc(S(=O)(=O)N4CC(C)CC(C)C4)ccc2n3C)C1. RXN SMILES: [CH3:1][CH:2]1[CH2:3][N:4]([S:9](=[O:10])(=[O:11])[c:12]2[cH:13][c:14]3[c:15](=[S:38])[c:16]4[cH:17][c:18]([S:27](=[O:28])(=[O:29])[N:30]5[CH2:31][CH:32]([CH3:37])[CH2:33][CH:34]([CH3:36])[CH2:35]5)[cH:19][cH:20][c:21]4[n:22]([CH3:26])[c:23]3[cH:24][cH:25]2)[CH2:5][CH:6]([CH3:8])[CH2:7]1.[CH3:39][N:40]([CH3:41])[CH2:42][CH2:43][CH2:44][NH2:45].[cH:46]1[cH:47][cH:48][n:49][cH:50][cH:51]1>>[CH3:1][CH:2]1[CH2:3][N:4]([S:9](=[O:10])(=[O:11])[c:12]2[cH:13][c:14]3[c:15](=[N:45][CH2:44][CH2:43][CH2:42][N:40]([CH3:39])[CH3:41])[c:16]4[cH:17][c:18]([S:27](=[O:28])(=[O:29])[N:30]5[CH2:31][CH:32]([CH3:37])[CH2:33][CH:34]([CH3:36])[CH2:35]5)[cH:19][cH:20][c:21]4[n:22]([CH3:26])[c:23]3[cH:24][cH:25]2)[CH2:5][CH:6]([CH3:8])[CH2:7]1.